From a dataset of the Open Reaction Database (ORD), a public repository of structured organic reaction records. describe an organic reaction: reactants, conditions, products, and yield The reactants are C(C)(C)(C)OC(=O)CCC(=O)N[C@@H](CC(OC(C)(C)C)=O)C(=O)N[C@@H](CCC(OC(C)(C)C)=O)C(=O)N[C@@H](CC1=C(C=CC=C1)C)C(=O)N[C@@H](C(C)(C)C)C(=O)N[C@@H](CC(C)C)C(=O)N[C@@H](CC#CC)C(OC)OC (N2-[N-[N-[N-[N-[3-(tert-butoxycarbonyl)propionyl]-O-tert-butyl-L-α-aspartyl]-O-tert-butyl-L-α-glutamyl]-2-methyl-L-phenylalanyl]-3-methyl-L-valyl]-N1-[1(S)-(dimethoxymethyl)-3-pentynyl]-L-leucinamide). The solvent is FC(C(=O)O)(F)F.ClCCl (trifluoroacetic acid dichloromethane), O (water). Conditions: time 1 hour. Product: C(=O)(O)CCC(=O)N[C@@H](CC(O)=O)C(=O)N[C@@H](CCC(O)=O)C(=O)N[C@@H](CC1=C(C=CC=C1)C)C(=O)N[C@@H](C(C)(C)C)C(=O)N[C@@H](CC(C)C)C(=O)N[C@H](C=O)CC#CC (2(S)-[[N-[N-[N-[N-[N-(3-carboxypropionyl)-L-α-aspartyl]-L-α-glutamyl]-2-methyl-L-phenylalanyl]-3-methyl-L-valyl]-L-leucyl]amino]-4-hexynal). The yield is 77.4%. As a reaction SMILES: C([O:5][C:6]([CH2:8][CH2:9][C:10]([NH:12][C@H:13]([C:22]([NH:24][C@H:25]([C:35]([NH:37][C@H:38]([C:47]([NH:49][C@H:50]([C:55]([NH:57][C@H:58]([C:63]([NH:65][C@H:66]([CH:71](OC)[O:72]C)[CH2:67][C:68]#[C:69][CH3:70])=[O:64])[CH2:59][CH:60]([CH3:62])[CH3:61])=[O:56])[C:51]([CH3:54])([CH3:53])[CH3:52])=[O:48])[CH2:39][C:40]1[CH:45]=[CH:44][CH:43]=[CH:42][C:41]=1[CH3:46])=[O:36])[CH2:26][CH2:27][C:28](=[O:34])[O:29]C(C)(C)C)=[O:23])[CH2:14][C:15](=[O:21])[O:16]C(C)(C)C)=[O:11])=[O:7])(C)(C)C>FC(F)(F)C(O)=O.ClCCl.O>[C:6]([CH2:8][CH2:9][C:10]([NH:12][C@H:13]([C:22]([NH:24][C@H:25]([C:35]([NH:37][C@H:38]([C:47]([NH:49][C@H:50]([C:55]([NH:57][C@H:58]([C:63]([NH:65][C@@H:66]([CH2:67][C:68]#[C:69][CH3:70])[CH:71]=[O:72])=[O:64])[CH2:59][CH:60]([CH3:62])[CH3:61])=[O:56])[C:51]([CH3:52])([CH3:54])[CH3:53])=[O:48])[CH2:39][C:40]1[CH:45]=[CH:44][CH:43]=[CH:42][C:41]=1[CH3:46])=[O:36])[CH2:26][CH2:27][C:28](=[O:29])[OH:34])=[O:23])[CH2:14][C:15](=[O:16])[OH:21])=[O:11])([OH:7])=[O:5] |f:1.2|. Procedure details: 49 mg (0.046 mmol) of N2-[N-[N-[N-[N-[3-(tert-butoxycarbonyl)propionyl]-O-tert-butyl-L-α-aspartyl]-O-tert-butyl-L-α-glutamyl]-2-methyl-L-phenylalanyl]-3-methyl-L-valyl]-N1-[1(S)-(dimethoxymethyl)-3-pentynyl]-L-leucinamide were dissolved in 4 ml of trifluoroacetic acid/dichloromethane (1:1) containing3 drops of water and the solution was stirred for 1 hour under a nitrogen atmosphere. The solution was evaporated to dryness under a vacuum and the residue was re-evaporated twice with toluene. The s... The reactants are [C-]#N, [C-]#N, CCC1(CC)c2cc(OS(=O)(=O)C(F)(F)F)ccc2CC(OC)C1NC(=O)OC(C)(C)C, CN(C)C=O, O=C(C=Cc1ccccc1)C=Cc1ccccc1, O=C(C=Cc1ccccc1)C=Cc1ccccc1, O=C(C=Cc1ccccc1)C=Cc1ccccc1, O, [Pd], [Pd], [Zn+2]. Yields the product CCC1(CC)c2cc(C#N)ccc2CC(OC)C1NC(=O)OC(C)(C)C. Reaction SMILES: [C-:38]#[N:39].[C-:41]#[N:42].[C:1]([CH3:2])([CH3:3])([CH3:4])[O:5][C:6](=[O:7])[NH:8][CH:9]1[CH:10]([O:31][CH3:32])[CH2:11][c:12]2[cH:13][cH:14][c:15]([O:23][S:24]([C:25]([F:26])([F:27])[F:28])(=[O:29])=[O:30])[cH:16][c:17]2[C:18]1([CH2:19][CH3:20])[CH2:21][CH3:22].[CH3:33][N:34]([CH3:35])[CH:36]=[O:37].[O:45]=[C:46]([CH:47]=[CH:48][c:49]1[cH:50][cH:51][cH:52][cH:53][cH:54]1)[CH:55]=[CH:56][c:57]1[cH:58][cH:59][cH:60][cH:61][cH:62]1.[O:63]=[C:64]([CH:65]=[CH:66][c:67]1[cH:68][cH:69][cH:70][cH:71][cH:72]1)[CH:73]=[CH:74][c:75]1[cH:76][cH:77][cH:78][cH:79][cH:80]1.[O:81]=[C:82]([CH:83]=[CH:84][c:85]1[cH:86][cH:87][cH:88][cH:89][cH:90]1)[CH:91]=[CH:92][c:93]1[cH:94][cH:95][cH:96][cH:97][cH:98]1.[OH2:99].[Pd:43].[Pd:44].[Zn+2:40]>>[C:1]([CH3:2])([CH3:3])([CH3:4])[O:5][C:6](=[O:7])[NH:8][CH:9]1[CH:10]([O:31][CH3:32])[CH2:11][c:12]2[cH:13][cH:14][c:15]([C:33]#[N:34])[cH:16][c:17]2[C:18]1([CH2:19][CH3:20])[CH2:21][CH3:22]. Starting materials: COc1cc([N+](=O)[O-])ccc1OCCBr, CC1CCCC(C)N1, CO, ClCCl. Product: COc1cc([N+](=O)[O-])ccc1OCCN1C(C)CCCC1C. As a reaction SMILES: [Br:1][CH2:2][CH2:3][O:4][c:5]1[c:6]([O:14][CH3:15])[cH:7][c:8]([N+:11](=[O:12])[O-:13])[cH:9][cH:10]1.[CH3:16][CH:17]1[NH:18][CH:19]([CH3:23])[CH2:20][CH2:21][CH2:22]1.[CH3:24][OH:25].[Cl:26][CH2:27][Cl:28]>>[CH2:2]([CH2:3][O:4][c:5]1[c:6]([O:14][CH3:15])[cH:7][c:8]([N+:11](=[O:12])[O-:13])[cH:9][cH:10]1)[N:18]1[CH:17]([CH3:16])[CH2:22][CH2:21][CH2:20][CH:19]1[CH3:23]. The reactants are C(C)(C)(C)OC(N[C@H]1CN(CC1)C1=NC(=C2N=CN(C2=N1)[C@H]1[C@@H]([C@@H]([C@H](C1)NC(CC)=O)O)O)NCC(C1=CC=CC=C1)C1=CC=CC=C1)=O ({(R)-1-[9-((1R,2S,3R,4S)-2,3-Dihydroxy-4-propionylamino-cyclopentyl)-6-(2,2-diphenyl-ethylamino)-9H-purin-2-yl]-pyrrolidin-3-yl}-carbamic acid tert-butyl ester), Cl (HCl). The solvent is CO (MeOH). Run at time 3 day. The product is Cl.Cl.N[C@H]1CN(CC1)C1=NC(=C2N=CN(C2=N1)[C@H]1[C@@H]([C@@H]([C@H](C1)NC(CC)=O)O)O)NCC(C1=CC=CC=C1)C1=CC=CC=C1 (N-{(1S,2R,3S,4R)-4-[2-((R)-3-Amino-pyrrolidin-1-yl)-6-(2,2-diphenyl-ethylamino)-purin-9-yl]-2,3-dihydroxy-cyclopentyl}-propionamide dihydrochloride). RXN SMILES: C(OC(=O)[NH:7][C@@H:8]1[CH2:12][CH2:11][N:10]([C:13]2[N:21]=[C:20]3[C:16]([N:17]=[CH:18][N:19]3[C@@H:22]3[CH2:26][C@H:25]([NH:27][C:28](=[O:31])[CH2:29][CH3:30])[C@@H:24]([OH:32])[C@H:23]3[OH:33])=[C:15]([NH:34][CH2:35][CH:36]([C:43]3[CH:48]=[CH:47][CH:46]=[CH:45][CH:44]=3)[C:37]3[CH:42]=[CH:41][CH:40]=[CH:39][CH:38]=3)[N:14]=2)[CH2:9]1)(C)(C)C.[ClH:50]>CO>[ClH:50].[ClH:50].[NH2:7][C@@H:8]1[CH2:12][CH2:11][N:10]([C:13]2[N:21]=[C:20]3[C:16]([N:17]=[CH:18][N:19]3[C@@H:22]3[CH2:26][C@H:25]([NH:27][C:28](=[O:31])[CH2:29][CH3:30])[C@@H:24]([OH:32])[C@H:23]3[OH:33])=[C:15]([NH:34][CH2:35][CH:36]([C:43]3[CH:44]=[CH:45][CH:46]=[CH:47][CH:48]=3)[C:37]3[CH:38]=[CH:39][CH:40]=[CH:41][CH:42]=3)[N:14]=2)[CH2:9]1 |f:3.4.5|. Procedure details: {(R)-1-[9-((1R,2S,3R,4S)-2,3-Dihydroxy-4-propionylamino-cyclopentyl)-6-(2,2-diphenyl-ethylamino)-9H-purin-2-yl]-pyrrolidin-3-yl}-carbamic acid tert-butyl ester (ca 4.80 mmol) is dissolved in 1.25 M HCl in MeOH (60 mL). After stirring at RT for 3 days, the solvent is removed in vacuo to yield the title compound as a brown solid. This is used in the next step without further purification.